Task: describe an organic reaction: reactants, conditions, products, and yield. Dataset: the Open Reaction Database (ORD), a public repository of structured organic reaction records The reactants are O=C(O)C1c2ccc(F)cc2Oc2cc(F)ccc21, Nc1nc(C(F)(F)F)co1. Product: O=C(Nc1nc(C(F)(F)F)co1)C1c2ccc(F)cc2Oc2cc(F)ccc21. RXN SMILES: [F:11][c:12]1[cH:13][cH:14][c:15]2[c:24]([cH:25]1)[O:23][c:22]1[c:17]([cH:18][cH:19][c:20]([F:26])[cH:21]1)[CH:16]2[C:27](=[O:28])[OH:29].[F:1][C:2]([c:3]1[n:4][c:5]([NH2:8])[o:6][cH:7]1)([F:9])[F:10]>>[F:1][C:2]([c:3]1[n:4][c:5]([NH:8][C:27]([CH:16]2[c:15]3[cH:14][cH:13][c:12]([F:11])[cH:25][c:24]3[O:23][c:22]3[c:17]2[cH:18][cH:19][c:20]([F:26])[cH:21]3)=[O:28])[o:6][cH:7]1)([F:9])[F:10]. The reactants are [Br-].C1(=CC=CC=C1)[S+](C1=CC=CC=C1)C1=CC=CC=C1 (triphenylsulfonium bromide), FC1=C(C(=C(C(=C1S(=O)(=O)[O-])F)F)F)F.C[N+](C)(C)C (tetramethylammonium pentafluorobenzenesulfonate). Yields the product FC1=C(C(=C(C(=C1S(=O)(=O)[O-])F)F)F)F.C1(=CC=CC=C1)[S+](C1=CC=CC=C1)C1=CC=CC=C1 (triphenylsulfonium pentafluorobenzenesulfonate). Yield: 74.7%. RXN SMILES: [Br-].[C:2]1([S+:8]([C:15]2[CH:20]=[CH:19][CH:18]=[CH:17][CH:16]=2)[C:9]2[CH:14]=[CH:13][CH:12]=[CH:11][CH:10]=2)[CH:7]=[CH:6][CH:5]=[CH:4][CH:3]=1.[F:21][C:22]1[C:27]([S:28]([O-:31])(=[O:30])=[O:29])=[C:26]([F:32])[C:25]([F:33])=[C:24]([F:34])[C:23]=1[F:35].C[N+](C)(C)C>>[F:21][C:22]1[C:27]([S:28]([O-:31])(=[O:30])=[O:29])=[C:26]([F:32])[C:25]([F:33])=[C:24]([F:34])[C:23]=1[F:35].[C:15]1([S+:8]([C:2]2[CH:3]=[CH:4][CH:5]=[CH:6][CH:7]=2)[C:9]2[CH:14]=[CH:13][CH:12]=[CH:11][CH:10]=2)[CH:16]=[CH:17][CH:18]=[CH:19][CH:20]=1 |f:0.1,2.3,4.5|. Reported procedure: The triphenylsulfonium bromide (17.2 g) obtained at the first stage and a salt of tetramethylammonium pentafluorobenzenesulfonate (20.9 g; 0.065 mol) are used for performing a reaction and a post-treatment the same as those of the second stage of the synthesis example 1, to give a colorless viscous oily substance (19.1 g) of triphenylsulfonium pentafluorobenzenesulfonate. The characteristics of the obtained colorless viscous oily substance are as follows: Yields the product Cl.C(C1=CC=CC=C1)N1CC2(CCNCC2)OCC1(C)C (8-benzyl-9,9-dimethyl-11-oxa-3,8-diazaspiro[5.5]undecane hydrochloride). The yield is 86.0%. Conditions: time 18 hour. Reaction SMILES: [CH2:1]([N:8]1[C:25]([CH3:27])([CH3:26])[CH2:24][O:23][C:10]2([CH2:15][CH2:14][N:13](C(OC(C)(C)C)=O)[CH2:12][CH2:11]2)[CH2:9]1)[C:2]1[CH:7]=[CH:6][CH:5]=[CH:4][CH:3]=1.[ClH:28].O1CCOCC1>>[ClH:28].[CH2:1]([N:8]1[C:25]([CH3:27])([CH3:26])[CH2:24][O:23][C:10]2([CH2:11][CH2:12][NH:13][CH2:14][CH2:15]2)[CH2:9]1)[C:2]1[CH:7]=[CH:6][CH:5]=[CH:4][CH:3]=1 |f:3.4|. Starting materials: C(C1=CC=CC=C1)N1CC2(CCN(CC2)C(=O)OC(C)(C)C)OCC1(C)C (Tert-butyl 8-benzyl-9,9-dimethyl-11-oxa-3,8-diazaspiro[5.5]undecane-3-carboxylate), Cl (hydrogen chloride), O1CCOCC1 (dioxane). Procedure: Tert-butyl 8-benzyl-9,9-dimethyl-11-oxa-3,8-diazaspiro[5.5]undecane-3-carboxylate (89 mg, 0.24 mmol) was treated with hydrogen chloride solution in dioxane (240 μL of 4 M, 0.95 mmol). The reaction mixture was stirred for 18 h. The reaction mixture was concentrated in vacuo to provide 8-benzyl-9,9-dimethyl-11-oxa-3,8-diazaspiro[5.5]undecane hydrochloride (56 mg, 86%). ESI-MS m/z calc. 274.4. found 275.5 (M+1)+; Retention time: 0.80 minutes (3 min run). Starting materials: CC(=O)O, COc1cccc(NN)c1, CC(=O)C=O, O. Yields the product COc1cccc(NN=CC(C)=O)c1. Reaction SMILES: [CH3:1][C:2](=[O:3])[OH:4].[CH3:5][O:6][c:7]1[cH:8][c:9]([NH:13][NH2:14])[cH:10][cH:11][cH:12]1.[CH:15]([C:16](=[O:17])[CH3:18])=[O:19].[OH2:20]>>[CH3:5][O:6][c:7]1[cH:8][c:9]([NH:13][N:14]=[CH:15][C:16](=[O:17])[CH3:18])[cH:10][cH:11][cH:12]1. The reactants are COC(C(CC=C)NC(C1=C(C=CC=C1Cl)Cl)=O)=O (2-(2,6-dichlorobenzamido)pent-4-enoic acid methyl ester), BrC1=CC=C(C=C1)N(C1=NC=CC=N1)C1=CC=CC=C1 (N-(4-bromophenyl)-N-phenylpyrimidin-2-amine). Yields the product COC(C(C\C=C\C1=CC=C(C=C1)N(C1=NC=CC=N1)C1=CC=CC=C1)NC(C1=C(C=CC=C1Cl)Cl)=O)=O ((E)-2-(2,6-dichlorobenzamido)-5-[4-(phenyl-pyrimidin-2-ylamino)phenyl]pent-4-enoic acid methyl ester). Isolated yield 42.1%. Reaction SMILES: [CH3:1][O:2][C:3](=[O:19])[CH:4]([NH:8][C:9](=[O:18])[C:10]1[C:15]([Cl:16])=[CH:14][CH:13]=[CH:12][C:11]=1[Cl:17])[CH2:5][CH:6]=[CH2:7].Br[C:21]1[CH:26]=[CH:25][C:24]([N:27]([C:34]2[CH:39]=[CH:38][CH:37]=[CH:36][CH:35]=2)[C:28]2[N:33]=[CH:32][CH:31]=[CH:30][N:29]=2)=[CH:23][CH:22]=1>>[CH3:1][O:2][C:3](=[O:19])[CH:4]([NH:8][C:9](=[O:18])[C:10]1[C:11]([Cl:17])=[CH:12][CH:13]=[CH:14][C:15]=1[Cl:16])[CH2:5]/[CH:6]=[CH:7]/[C:21]1[CH:22]=[CH:23][C:24]([N:27]([C:34]2[CH:39]=[CH:38][CH:37]=[CH:36][CH:35]=2)[C:28]2[N:33]=[CH:32][CH:31]=[CH:30][N:29]=2)=[CH:25][CH:26]=1. Procedure details: In the same manner as in Example 1, 2-(2,6-dichlorobenzamido)pent-4-enoic acid methyl ester (52.4 mg) was reacted with N-(4-bromophenyl)-N-phenylpyrimidin-2-amine (56.6 mg) to obtain (E)-2-(2,6-dichlorobenzamido)-5-[4-(phenyl-pyrimidin-2-ylamino)phenyl]pent-4-enoic acid methyl ester (40.0 mg). Column chromatography (silica gel, eluent: chloroform/cyclohexane=1/1→chloroform) and thin layer chromatography (silica gel, developing solvent: cyclohexane/ethyl acetate=1/2) were used for purification. Reactants: CCOC(=O)C1CCN(C(=O)OC(C)(C)C)CC1, C1CCOC1, C[Si](C)(C)[N-][Si](C)(C)C, Cc1ccnc(CCl)c1, ClCCl, [Na+]. Yields the product CCOC(=O)C1(Cc2cc(C)ccn2)CCN(C(=O)OC(C)(C)C)CC1. Reaction SMILES: [C:1]([CH3:2])([CH3:3])([CH3:4])[O:5][C:6](=[O:7])[N:8]1[CH2:9][CH2:10][CH:11]([C:14](=[O:15])[O:16][CH2:17][CH3:18])[CH2:12][CH2:13]1.[CH2:38]1[O:39][CH2:40][CH2:41][CH2:42]1.[CH3:19][Si:20]([N-:21][Si:22]([CH3:23])([CH3:24])[CH3:25])([CH3:26])[CH3:27].[Cl:29][CH2:30][c:31]1[n:32][cH:33][cH:34][c:35]([CH3:37])[cH:36]1.[Cl:43][CH2:44][Cl:45].[Na+:28]>>[C:1]([CH3:2])([CH3:3])([CH3:4])[O:5][C:6](=[O:7])[N:8]1[CH2:9][CH2:10][C:11]([C:14](=[O:15])[O:16][CH2:17][CH3:18])([CH2:30][c:31]2[n:32][cH:33][cH:34][c:35]([CH3:37])[cH:36]2)[CH2:12][CH2:13]1. Reactants: C1OC=2C=C(C=CC2OC1)NC1=NC(=NC=C1F)NC1=CC(=CC=C1)O (N4-(3,4-ethylenedioxyphenyl)-5-fluoro-N2-(3-hydroxyphenyl)-2,4-pyrimidinediamine), ClC1=NC=C(C(=N1)NCC(C1=CC=CC=C1)O)F (2-chloro-5-fluoro-N4-(2-hydroxy-2-phenylethyl)-4-pyrimidineamine), C1OC=2C=C(N)C=CC2OC1 (3,4-ethylenedioxyaniline). The product is C1OC=2C=C(C=CC2OC1)N(C1=NC=C(C(=N1)N)F)CC(C1=CC=CC=C1)O (N2-(3,4-ethylenedioxyphenyl)-5-fluoro-N2-(2-hydroxy-2-phenylethyl)-2,4-pyrimidinediamine). Reaction SMILES: C1COC2C=CC([NH:11][C:12]3[C:17]([F:18])=[CH:16][N:15]=[C:14]([NH:19][C:20]4[CH:25]=[CH:24][CH:23]=[C:22]([OH:26])[CH:21]=4)[N:13]=3)=CC=2O1.ClC1N=C(N[CH2:35][CH:36]([OH:43])[C:37]2[CH:42]=[CH:41][CH:40]=[CH:39][CH:38]=2)C(F)=CN=1.[CH2:45]1[CH2:55]OC2C=CC(N)=CC=2[O:46]1>>[CH2:55]1[CH2:45][O:46][C:23]2[CH:24]=[CH:25][C:20]([N:19]([CH2:35][CH:36]([OH:43])[C:37]3[CH:38]=[CH:39][CH:40]=[CH:41][CH:42]=3)[C:14]3[N:13]=[C:12]([NH2:11])[C:17]([F:18])=[CH:16][N:15]=3)=[CH:21][C:22]=2[O:26]1. Procedure: In a manner similar to the preparation of N4-(3,4-ethylenedioxyphenyl)-5-fluoro-N2-(3-hydroxyphenyl)-2,4-pyrimidinediamine, 2-chloro-5-fluoro-N4-(2-hydroxy-2-phenylethyl)-4-pyrimidineamine and 3,4-ethylenedioxyaniline were reacted to yield N2-(3,4-ethylenedioxyphenyl)-5-fluoro-N2-(2-hydroxy-2-phenylethyl)-2,4-pyrimidinediamine. The reactants are CC(=O)Cl, CCOC(C)=O, COC(=O)c1c(-c2cc(OC)c(OC)c(OC)c2)c2ccccc2c(=O)n1N, C1CCOC1, O, c1ccncc1. The product is COC(=O)c1c(-c2cc(OC)c(OC)c(OC)c2)c2ccccc2c(=O)n1NC(C)=O. As a reaction SMILES: [CH3:35][C:36]([Cl:37])=[O:38].[CH3:39][CH2:40][O:41][C:42](=[O:43])[CH3:44].[NH2:1][n:2]1[c:3](=[O:28])[c:4]2[cH:5][cH:6][cH:7][cH:8][c:9]2[c:10](-[c:16]2[cH:17][c:18]([O:26][CH3:27])[c:19]([O:24][CH3:25])[c:20]([O:22][CH3:23])[cH:21]2)[c:11]1[C:12](=[O:13])[O:14][CH3:15].[O:45]1[CH2:46][CH2:47][CH2:48][CH2:49]1.[OH2:50].[cH:29]1[cH:30][cH:31][n:32][cH:33][cH:34]1>>[NH:1]([n:2]1[c:3](=[O:28])[c:4]2[cH:5][cH:6][cH:7][cH:8][c:9]2[c:10](-[c:16]2[cH:17][c:18]([O:26][CH3:27])[c:19]([O:24][CH3:25])[c:20]([O:22][CH3:23])[cH:21]2)[c:11]1[C:12](=[O:13])[O:14][CH3:15])[C:36]([CH3:35])=[O:38].